This data is from the Open Reaction Database (ORD), a public repository of structured organic reaction records. The task is: describe an organic reaction: reactants, conditions, products, and yield Reactants: BrC=1C=NN2C1N=C(C=C2)NC[C@H]2N(CCC2)C(=O)OC(C)(C)C ((S)-tert-butyl 2-(((3-bromopyrazolo[1,5-a]pyrimidin-5-yl)amino)methyl)pyrrolidine-1-carboxylate), NCC1=CC=C(C=C1)B(O)O ((4-(aminomethyl)phenyl)boronic acid). The product is NCC1=CC=C(C=C1)C=1C=NN2C1N=C(C=C2)NC[C@H]2N(CCC2)C(=O)OC(C)(C)C ((S)-tert-butyl 2-(((3-(4-(aminomethyl)phenyl)pyrazolo[1,5-a]pyrimidin-5-yl)amino)methyl)-pyrrolidine-1-carboxylate). The yield is 73.0%. Reaction SMILES: Br[C:2]1[CH:3]=[N:4][N:5]2[CH:10]=[CH:9][C:8]([NH:11][CH2:12][C@@H:13]3[CH2:17][CH2:16][CH2:15][N:14]3[C:18]([O:20][C:21]([CH3:24])([CH3:23])[CH3:22])=[O:19])=[N:7][C:6]=12.[NH2:25][CH2:26][C:27]1[CH:32]=[CH:31][C:30](B(O)O)=[CH:29][CH:28]=1>>[NH2:25][CH2:26][C:27]1[CH:32]=[CH:31][C:30]([C:2]2[CH:3]=[N:4][N:5]3[CH:10]=[CH:9][C:8]([NH:11][CH2:12][C@@H:13]4[CH2:17][CH2:16][CH2:15][N:14]4[C:18]([O:20][C:21]([CH3:24])([CH3:23])[CH3:22])=[O:19])=[N:7][C:6]=23)=[CH:29][CH:28]=1. Procedure details: The Suzuki coupling of (S)-tert-butyl 2-(((3-bromopyrazolo[1,5-a]pyrimidin-5-yl)amino)methyl)pyrrolidine-1-carboxylate with (4-(aminomethyl)phenyl)boronic acid under the same conditions as described in example 5.6.5 to give 73% of the titled compound. 1H NMR (400 MHz, METHANOL-d4) δ ppm 1.44 (br. s., 9 H) 1.90 (dd, J=9.92, 5.51 Hz, 1 H) 1.96-2.11 (m, 3 H) 3.35-3.45 (m, 4 H) 4.07-4.21 (m, 3 H) 6.33 (br. s., 1 H) 7.46 (d, J=8.38 Hz, 2 H) 8.19 (br. s., 2 H) 8.25-8.36 (m, 2H); LRMS (ESI) m/e 423.0 [... The reactants are Cl[Si](C1(C(=C(C(=C1)C)C)C)C)(C)C ((chloro)(dimethyl)(tetramethylcyclopentadienyl)silane), C(C1=CC=CC=C1)[NH-].[Li+] (lithium benzylamide), CCOCC (ether). Conditions: time 8 hour. Yields the product C(C1=CC=CC=C1)N[Si](C1=C(C(=C(C1C)C)C)C)(C)C ((Benzylamino)dimethyl(tetramethylcyclopenta-dienyl)silane). Reaction SMILES: Cl[Si:2]([CH3:13])([CH3:12])[C:3]1(C)[CH:7]=[C:6]([CH3:8])[C:5]([CH3:9])=[C:4]1[CH3:10].[CH2:14]([NH-:21])[C:15]1[CH:20]=[CH:19][CH:18]=[CH:17][CH:16]=1.[Li+].[CH3:23]COCC>>[CH2:14]([NH:21][Si:2]([CH3:12])([CH3:13])[C:3]1[CH:4]([CH3:10])[C:5]([CH3:9])=[C:6]([CH3:8])[C:7]=1[CH3:23])[C:15]1[CH:20]=[CH:19][CH:18]=[CH:17][CH:16]=1 |f:1.2|. Procedure: To a solution of 1.000 g (4.651 mmol) (chloro)(dimethyl)(tetramethylcyclopentadienyl)silane in 70 mL ether was slowly added 0.526 g (4.651 mmol) lithium benzylamide. The reaction mixture was stirred overnight, then the solvent was removed, the residue was extracted with pentane and filtered. The pentane was removed under reduced pressure to give the product as a pale yellow oil. The yield was 1.234 g (93.3%). Mass spec. m/e 285 (18%).